Dataset: the Open Reaction Database (ORD), a public repository of structured organic reaction records. Task: describe an organic reaction: reactants, conditions, products, and yield The reactants are IC1=CC=C(C=C1)C(C=CC1=CC=CC=C1)=O (1-(4-iodophenyl)-3-phenylprop-2-en-1-one), C(CC#N)#N (malononitrile). The product is IC1=CC=C(C=C1)C(CC(C1=CC=CC=C1)C(C#N)C#N)=O (2-(3-(4-iodophenyl)-3-oxo-1-phenylpropyl)malononitrile). RXN SMILES: [I:1][C:2]1[CH:7]=[CH:6][C:5]([C:8](=[O:17])[CH:9]=[CH:10][C:11]2[CH:16]=[CH:15][CH:14]=[CH:13][CH:12]=2)=[CH:4][CH:3]=1.[C:18](#[N:22])[CH2:19][C:20]#[N:21]>>[I:1][C:2]1[CH:3]=[CH:4][C:5]([C:8](=[O:17])[CH2:9][CH:10]([CH:19]([C:18]#[N:22])[C:20]#[N:21])[C:11]2[CH:12]=[CH:13][CH:14]=[CH:15][CH:16]=2)=[CH:6][CH:7]=1. Procedure details: By a procedure similar to that of example 1.59.2, starting from 1-(4-iodophenyl)-3-phenylprop-2-en-1-one and malononitrile, 2-(3-(4-iodophenyl)-3-oxo-1-phenylpropyl)malononitrile was obtained as colourless solid. Reactants: O=P1(O)CCCc2ccccc21, O=S(Cl)Cl. The product is O=P1(Cl)CCCc2ccccc21. RXN SMILES: [OH:1][P:2]1(=[O:12])[CH2:3][CH2:4][CH2:5][c:6]2[cH:7][cH:8][cH:9][cH:10][c:11]21.[S:13]([Cl:14])([Cl:15])=[O:16]>>[O:1]=[P:2]1([Cl:15])[CH2:3][CH2:4][CH2:5][c:6]2[cH:7][cH:8][cH:9][cH:10][c:11]21. The reactants are N1=CC=CC=C1 (pyridine), CC(=O)OC(=O)C (Ac2O), C(C)(=O)O[C@@H]1[C@H](O[C@H]([C@@H]([C@H]1OC(C)=O)OC(C)=O)C1=CC(=C(C=C1)Cl)CC1=CC=C(C=C1)C(C)=O)COC(C)=O ((2R,3R,4R,5S,6S)-2-(acetoxymethyl)-6-(3-(4-acetylbenzyl)-4-chlorophenyl)tetrahydro-2H-pyran-3,4,5-triyl triacetate). The reagents and catalysts are CN(C)C=1C=CN=CC1 (DMAP). Run in C(Cl)Cl (CH2Cl2), C1(=CC=CC=C1)C (toluene), C1(=CC=CC=C1)C (toluene), C(Cl)Cl (CH2Cl2). Conditions: time 40 minute. The product is C(C)(=O)O[C@@H]1[C@H](O[C@H]([C@@H]([C@H]1OC(C)=O)OC(C)=O)C1=CC(=C(C=C1)Cl)CC1=CC=C(C=C1)C(=C)C)COC(C)=O ((2R,3R,4R,5S,6S)-2-(acetoxymethyl)-6-(4-chloro-3-(4-(prop-1-en-2-yl)benzyl)phenyl)tetrahydro-2H-pyran-3,4,5-triyl triacetate). RXN SMILES: [C:1]([O:4][C@H:5]1[C@H:10]([O:11][C:12](=[O:14])[CH3:13])[C@@H:9]([O:15][C:16](=[O:18])[CH3:17])[C@H:8]([C:19]2[CH:24]=[CH:23][C:22]([Cl:25])=[C:21]([CH2:26][C:27]3[CH:32]=[CH:31][C:30]([C:33](=O)[CH3:34])=[CH:29][CH:28]=3)[CH:20]=2)[O:7][C@@H:6]1[CH2:36][O:37][C:38](=[O:40])[CH3:39])(=[O:3])[CH3:2].N1C=CC=C[CH:42]=1.CC(OC(C)=O)=O>C1(C)C=CC=CC=1.C(Cl)Cl.CN(C1C=CN=CC=1)C>[C:1]([O:4][C@H:5]1[C@H:10]([O:11][C:12](=[O:14])[CH3:13])[C@@H:9]([O:15][C:16](=[O:18])[CH3:17])[C@H:8]([C:19]2[CH:24]=[CH:23][C:22]([Cl:25])=[C:21]([CH2:26][C:27]3[CH:28]=[CH:29][C:30]([C:33]([CH3:42])=[CH2:34])=[CH:31][CH:32]=3)[CH:20]=2)[O:7][C@@H:6]1[CH2:36][O:37][C:38](=[O:40])[CH3:39])(=[O:3])[CH3:2]. Procedure: To a solution of Ph3PMeI (378 mg, 0.935 mmol) in toluene (3 mL) was added KN(TMS)2 (0.5 M, 1.8 mL) dropwise. After stirring for 40 min, (2R,3R,4R,5S,6S)-2-(acetoxymethyl)-6-(3-(4-acetylbenzyl)-4-chlorophenyl)tetrahydro-2H-pyran-3,4,5-triyl triacetate (intermediate AY) (360 mg, 0.626 mmol) in toluene (5 mL) was added. After stirring overnight, the reaction was quenched with a saturated solution of NaHCO3. The mixture was extracted 3× with AcOEt. The combined organic extracts were washed 1× with b... The reactants are [Mg+]Cc1ccccc1, CCOCC, [Cl-], Cl, N#Cc1ccccc1N, [Na+], [OH-]. The product is Nc1ccccc1C(=O)Cc1ccccc1. Reaction SMILES: [CH2:11]([c:12]1[cH:13][cH:14][cH:15][cH:16][cH:17]1)[Mg+:18].[CH3:22][CH2:23][O:24][CH2:25][CH3:26].[Cl-:10].[ClH:19].[NH2:1][c:2]1[c:3]([C:4]#[N:5])[cH:6][cH:7][cH:8][cH:9]1.[Na+:21].[OH-:20]>>[NH2:1][c:2]1[c:3]([C:4]([CH2:11][c:12]2[cH:13][cH:14][cH:15][cH:16][cH:17]2)=[O:20])[cH:6][cH:7][cH:8][cH:9]1.